Dataset: the Open Reaction Database (ORD), a public repository of structured organic reaction records. Task: describe an organic reaction: reactants, conditions, products, and yield Starting materials: Oc1ccc(Br)c(Cl)c1, C1CCOC1, [H-], CCI, [Na+], CN(C)C=O. Product: CCOc1ccc(Br)c(Cl)c1. RXN SMILES: [Br:1][c:2]1[c:3]([Cl:9])[cH:4][c:5]([OH:8])[cH:6][cH:7]1.[CH2:15]1[O:16][CH2:17][CH2:18][CH2:19]1.[H-:11].[I:12][CH2:13][CH3:14].[Na+:10].[O:20]=[CH:21][N:22]([CH3:23])[CH3:24]>>[Br:1][c:2]1[c:3]([Cl:9])[cH:4][c:5]([O:8][CH2:13][CH3:14])[cH:6][cH:7]1. Reactants: [Si](C)(C)(C(C)(C)C)OCCNC(=O)C1=CN(C=C1)C=1C(=CC(=NC1)NC1=NC=C(N=C1)C#N)NCC1CN(CCC1)C(=O)OC(C)(C)C (tert-Butyl 3-((5-(3-(2-(tert-butyldimethylsilyloxy)ethylcarbamoyl)-1H-pyrrol-1-yl)-2-(5-cyanopyrazin-2-ylamino)pyridin-4-ylamino)methyl)piperidine-1-carboxylate), [F-].C(CCC)[N+](CCCC)(CCCC)CCCC (tetrabutylammonium fluoride). Run in C1CCOC1 (THF). Run at time 1 hour. The product is C(#N)C=1N=CC(=NC1)NC1=CC(=C(C=N1)N1C=C(C=C1)C(=O)NCCO)NCC1CNCCC1 (1-(6-(5-cyanopyrazin-2-ylamino)-4-(piperidin-3-ylmethylamino)pyridin-3-yl)-N-(2-hydroxyethyl)-1H-pyrrole-3-carboxamide). As a reaction SMILES: [Si]([O:8][CH2:9][CH2:10][NH:11][C:12]([C:14]1[CH:18]=[CH:17][N:16]([C:19]2[C:20]([NH:34][CH2:35][CH:36]3[CH2:41][CH2:40][CH2:39][N:38](C(OC(C)(C)C)=O)[CH2:37]3)=[CH:21][C:22]([NH:25][C:26]3[CH:31]=[N:30][C:29]([C:32]#[N:33])=[CH:28][N:27]=3)=[N:23][CH:24]=2)[CH:15]=1)=[O:13])(C(C)(C)C)(C)C.[F-].C([N+](CCCC)(CCCC)CCCC)CCC>C1COCC1>[C:32]([C:29]1[N:30]=[CH:31][C:26]([NH:25][C:22]2[N:23]=[CH:24][C:19]([N:16]3[CH:17]=[CH:18][C:14]([C:12]([NH:11][CH2:10][CH2:9][OH:8])=[O:13])=[CH:15]3)=[C:20]([NH:34][CH2:35][CH:36]3[CH2:41][CH2:40][CH2:39][NH:38][CH2:37]3)[CH:21]=2)=[N:27][CH:28]=1)#[N:33] |f:1.2|. Procedure details: tert-Butyl 3-((5-(3-(2-(tert-butyldimethylsilyloxy)ethylcarbamoyl)-1H-pyrrol-1-yl)-2-(5-cyanopyrazin-2-ylamino)pyridin-4-ylamino)methyl)piperidine-1-carboxylate (80 mg, 0.118 mmol) was dissolved in THF (2 mL) and tetrabutylammonium fluoride on silica (1.5 mmol/g; 237 mg, 0.355 mmol) was added. The reaction mixture was stirred for 1 h at room temperature. The mixture was filtered and the solvent was evaporated. The residue was dissolved in methanol (1 mL) and absorbed on to a TsOH solid phase ext... The reactants are C(C1=CC=CC=C1)OC(=O)N1CCN(CC1)C1=C(C(=CC=C1)NC(=O)CCC(=O)OCC)C (1-benzyloxycarbonyl-4-(3-(2-ethoxycarbonylethyl)carbonylamino-2-methylphenyl)piperazine), [H][H] (hydrogen). The reagents and catalysts are [Pd] (palladium-on-carbon). Solvent: CO (methanol). Yields the product C(C)OC(=O)CCC(=O)NC=1C(=C(C=CC1)N1CCNCC1)C (3-(2-ethoxycarbonylethyl)carbonylamino-2-methylphenylpiperazine). Isolated yield 93.7%. Reaction SMILES: C(OC([N:11]1[CH2:16][CH2:15][N:14]([C:17]2[CH:22]=[CH:21][CH:20]=[C:19]([NH:23][C:24]([CH2:26][CH2:27][C:28]([O:30][CH2:31][CH3:32])=[O:29])=[O:25])[C:18]=2[CH3:33])[CH2:13][CH2:12]1)=O)C1C=CC=CC=1.[H][H]>CO.[Pd]>[CH2:31]([O:30][C:28]([CH2:27][CH2:26][C:24]([NH:23][C:19]1[C:18]([CH3:33])=[C:17]([N:14]2[CH2:15][CH2:16][NH:11][CH2:12][CH2:13]2)[CH:22]=[CH:21][CH:20]=1)=[O:25])=[O:29])[CH3:32]. Procedure details: In 50 ml of methanol was dissolved 1.50 g of 1-benzyloxycarbonyl-4-(3-(2-ethoxycarbonylethyl)carbonylamino-2-methylphenyl)piperazine, and 1.0 g of 10% palladium-on-carbon was added thereto, followed by stirring at room temperature in a hydrogen atmosphere for 2 hours. The reaction mixture was filtered and the solvent was evaporated to yield 0.99 g of 3-(2-ethoxycarbonylethyl)carbonylamino-2-methylphenylpiperazine, which was used in the next reaction without purification. Reactants: Brc1cc2c(s1)-c1ncccc1OCC2, CC#N, Nc1ccc(B(O)O)cn1, [Na+], [Na+], O=C([O-])[O-], O. The product is Nc1ccc(-c2cc3c(s2)-c2ncccc2OCC3)cn1. As a reaction SMILES: [Br:1][c:2]1[cH:3][c:4]2[c:5]([s:15]1)-[c:6]1[c:7]([cH:11][cH:12][cH:13][n:14]1)[O:8][CH2:9][CH2:10]2.[CH3:26][C:27]#[N:28].[NH2:16][c:17]1[n:18][cH:19][c:20]([B:23]([OH:24])[OH:25])[cH:21][cH:22]1.[Na+:29].[Na+:30].[O-:31][C:32](=[O:33])[O-:34].[OH2:35]>>[c:2]1(-[c:20]2[cH:19][n:18][c:17]([NH2:16])[cH:22][cH:21]2)[cH:3][c:4]2[c:5]([s:15]1)-[c:6]1[c:7]([cH:11][cH:12][cH:13][n:14]1)[O:8][CH2:9][CH2:10]2. The reactants are C(C)OCC=1N(C2=C(C=NC=3C=C(C=CC23)OC2CCN(CC2)C(=O)OC(C)(C)C)N1)CC(C)(C)O (tert-butyl 4-{[2-(ethoxymethyl)-1-(2-hydroxy-2-methylpropyl)-1H-imidazo[4,5-c]quinolin-7-yl]oxy}piperidine-1-carboxylate), ClC=1C=C(C(=O)OO)C=CC1 (3-chloroperoxybenzoic acid), C1(=CC=C(C=C1)S(=O)(=O)Cl)C (p-Toluenesulfonyl chloride), [OH-].[NH4+] (ammonium hydroxide). Solvent: C(Cl)(Cl)Cl (chloroform). Run at time 30 minute. Product: NC1=NC=2C=C(C=CC2C2=C1N=C(N2CC(C)(C)O)COCC)OC2CCN(CC2)C(=O)OC(C)(C)C (tert-butyl 4-{[4-amino-2-(ethoxymethyl)-1-(2-hydroxy-2-methylpropyl)-1H-imidazo[4,5-c]quinolin-7-yl]oxy}piperidine-1-carboxylate). RXN SMILES: [CH2:1]([O:3][CH2:4][C:5]1[N:6]([CH2:32][C:33]([OH:36])([CH3:35])[CH3:34])[C:7]2[C:16]3[CH:15]=[CH:14][C:13]([O:17][CH:18]4[CH2:23][CH2:22][N:21]([C:24]([O:26][C:27]([CH3:30])([CH3:29])[CH3:28])=[O:25])[CH2:20][CH2:19]4)=[CH:12][C:11]=3[N:10]=[CH:9][C:8]=2[N:31]=1)[CH3:2].ClC1C=C(C=CC=1)C(OO)=O.[OH-].[NH4+:49].C1(C)C=CC(S(Cl)(=O)=O)=CC=1>C(Cl)(Cl)Cl>[NH2:49][C:9]1[C:8]2[N:31]=[C:5]([CH2:4][O:3][CH2:1][CH3:2])[N:6]([CH2:32][C:33]([OH:36])([CH3:35])[CH3:34])[C:7]=2[C:16]2[CH:15]=[CH:14][C:13]([O:17][CH:18]3[CH2:19][CH2:20][N:21]([C:24]([O:26][C:27]([CH3:30])([CH3:28])[CH3:29])=[O:25])[CH2:22][CH2:23]3)=[CH:12][C:11]=2[N:10]=1 |f:2.3|. Procedure details: To a stirring solution of tert-butyl 4-{[2-(ethoxymethyl)-1-(2-hydroxy-2-methylpropyl)-1H-imidazo[4,5-c]quinolin-7-yl]oxy}piperidine-1-carboxylate (3.32 g, 6.66 mmol) in chloroform (70 mL) was added 3-chloroperoxybenzoic acid (2.29 g, 6.66 mmol, based on 50% purity). After 30 minutes, concentrated ammonium hydroxide (35 mL) was added and the reaction was stirred for 15 minutes. p-Toluenesulfonyl chloride (1.27 g, 6.66 mmol) was added in one portion and stirring was continued for 16 additional ho... As a reaction SMILES: [CH3:1][O:2][c:3]1[c:4]([CH:12]=[CH:13][c:14]2[cH:15][cH:16][c:17]([O:20][C:21]([F:22])([F:23])[F:24])[cH:18][cH:19]2)[cH:5][c:6]([C:7](=[O:8])[OH:9])[cH:10][cH:11]1.[NH2:25][CH2:26][CH2:27][OH:28]>>[CH3:1][O:2][c:3]1[c:4]([CH:12]=[CH:13][c:14]2[cH:15][cH:16][c:17]([O:20][C:21]([F:22])([F:23])[F:24])[cH:18][cH:19]2)[cH:5][c:6]([C:7](=[O:9])[NH:25][CH2:26][CH2:27][OH:28])[cH:10][cH:11]1. Product: COc1ccc(C(=O)NCCO)cc1C=Cc1ccc(OC(F)(F)F)cc1. Reactants: COc1ccc(C(=O)O)cc1C=Cc1ccc(OC(F)(F)F)cc1, NCCO. The product is FC(F)(F)C(c1ccc(-c2cccc3scnc23)cc1)C(F)(F)F. As a reaction SMILES: [Br:1][c:2]1[cH:3][cH:4][c:5]([CH:8]([C:9]([F:10])([F:11])[F:12])[C:13]([F:14])([F:15])[F:16])[cH:6][cH:7]1.[CH2:27]1[O:28][CH2:29][CH2:30][CH2:31]1.[Cl-:32].[Cl-:34].[Cl:17][c:18]1[cH:19][cH:20][cH:21][c:22]2[c:23]1[n:24][cH:25][s:26]2.[Zn+2:33].[cH:35]1[cH:36][cH:37][c:38]([P:39]([Pd:40]([P:41]([c:42]2[cH:43][cH:44][cH:45][cH:46][cH:47]2)([c:48]2[cH:49][cH:50][cH:51][cH:52][cH:53]2)[c:54]2[cH:55][cH:56][cH:57][cH:58][cH:59]2)([P:60]([c:61]2[cH:62][cH:63][cH:64][cH:65][cH:66]2)([c:67]2[cH:68][cH:69][cH:70][cH:71][cH:72]2)[c:73]2[cH:74][cH:75][cH:76][cH:77][cH:78]2)[P:79]([c:80]2[cH:81][cH:82][cH:83][cH:84][cH:85]2)([c:86]2[cH:87][cH:88][cH:89][cH:90][cH:91]2)[c:92]2[cH:93][cH:94][cH:95][cH:96][cH:97]2)([c:98]2[cH:99][cH:100][cH:101][cH:102][cH:103]2)[c:104]2[cH:105][cH:106][cH:107][cH:108][cH:109]2)[cH:110][cH:111]1>>[c:2]1(-[c:18]2[cH:19][cH:20][cH:21][c:22]3[c:23]2[n:24][cH:25][s:26]3)[cH:3][cH:4][c:5]([CH:8]([C:9]([F:10])([F:11])[F:12])[C:13]([F:14])([F:15])[F:16])[cH:6][cH:7]1. The reactants are FC(F)(F)C(c1ccc(Br)cc1)C(F)(F)F, C1CCOC1, [Cl-], [Cl-], Clc1cccc2scnc12, [Zn+2], c1ccc(P(c2ccccc2)(c2ccccc2)[Pd](P(c2ccccc2)(c2ccccc2)c2ccccc2)(P(c2ccccc2)(c2ccccc2)c2ccccc2)P(c2ccccc2)(c2ccccc2)c2ccccc2)cc1.